Dataset: the Open Reaction Database (ORD), a public repository of structured organic reaction records. Task: describe an organic reaction: reactants, conditions, products, and yield Reactants: [N+](=O)([O-])C=1C=C(C=O)C=CC1 (3-nitrobenzaldehyde), C(CO)O (ethylene glycol), C1=CC=CC=C1 (benzene). Reagents/catalysts: C1(=CC=C(C=C1)S(=O)(=O)O)C (p-toluenesulfonic acid). Solvent: O (water). Run at time 4 hour. The product is [N+](=O)([O-])C=1C=C(C=CC1)C1OCCO1 (2-(3-nitrophenyl)-1,3-dioxolane). Isolated yield 101.2%. RXN SMILES: [N+:1]([C:4]1[CH:5]=[C:6]([CH:9]=[CH:10][CH:11]=1)[CH:7]=[O:8])([O-:3])=[O:2].[CH2:12](O)[CH2:13][OH:14].C1C=CC=CC=1>C1(C)C=CC(S(O)(=O)=O)=CC=1.O>[N+:1]([C:4]1[CH:5]=[C:6]([CH:7]2[O:14][CH2:13][CH2:12][O:8]2)[CH:9]=[CH:10][CH:11]=1)([O-:3])=[O:2]. Procedure: A mixture of 3-nitrobenzaldehyde (100 g, 0.66 mole), ethylene glycol (49.3 g, 0.7 mole) and p-toluenesulfonic acid (0.8 g) and benzene (1 L) was heated at reflux with continuous removal of water via a Dean and Stark trap. After 4 hours, the mixture was cooled, filtered through a pad of neutral alumina and concentrated in vacuo to afford 2-(3-nitrophenyl)-1,3-dioxolane (130.4 g, 100%) as an amber oil used without further purification below. Starting materials: C1(CCCC1)N1NC(=C2C1=NC(=NC2=O)S(=O)(=O)C)CC (1-cyclopentyl-3-ethyl-6-(methylsulfonyl) pyrazolo[3,4-d]pyrimidin-4-one), C1(=CC=CC=C1)O (phenol), [H-].[Na+] (NaH). Solvent: O (water). Reaction conditions: temperature 172.5 celsius. Yields the product C1(CCCC1)N1NC(=C2C1=NC(=NC2=O)OC2=CC=CC=C2)CC (1-cyclopentyl-3-ethyl-6-(phenyloxy) pyrazolo[3,4-d]pyrimidin-4-one). The yield is 67.4%. RXN SMILES: [CH:1]1([N:6]2[C:10]3=[N:11][C:12](S(C)(=O)=O)=[N:13][C:14](=[O:15])[C:9]3=[C:8]([CH2:20][CH3:21])[NH:7]2)[CH2:5][CH2:4][CH2:3][CH2:2]1.[C:22]1([OH:28])[CH:27]=[CH:26][CH:25]=[CH:24][CH:23]=1.[H-].[Na+]>O>[CH:1]1([N:6]2[C:10]3=[N:11][C:12]([O:28][C:22]4[CH:27]=[CH:26][CH:25]=[CH:24][CH:23]=4)=[N:13][C:14](=[O:15])[C:9]3=[C:8]([CH2:20][CH3:21])[NH:7]2)[CH2:5][CH2:4][CH2:3][CH2:2]1 |f:2.3|. Reported procedure: A mixture of 1-cyclopentyl-3-ethyl-6-(methylsulfonyl) pyrazolo[3,4-d]pyrimidin-4-one (3 g, 9.6 mmol), phenol (6 g, 64 mmol) and NaH (0.5 g, 12.8 mmol, 60% dispersion in mineral oil) was heated at 170-175° C. for 5 hours. The reaction mixture was poured into water (50 mL) and extracted with CHCl3 (100 mL). The CHCl3 layer was concentrated in vacuo and the residue was purified by column chromatography on silica gel eluting with 10% ether/hexane to afford 2.1 g (68%) of 1-cyclopentyl-3-ethyl-6-(phe... Starting materials: COC=1C=C2C(CCOC2=CC1)=O (6-methoxychroman-4-one), Br (hydrogen bromide). Run in C(C)(=O)O (acetic acid). The product is OC=1C=C2C(CCOC2=CC1)=O (6-hydroxy chroman-4-one). Isolated yield 14.3%. RXN SMILES: C[O:2][C:3]1[CH:4]=[C:5]2[C:10](=[CH:11][CH:12]=1)[O:9][CH2:8][CH2:7][C:6]2=[O:13].Br>C(O)(=O)C>[OH:2][C:3]1[CH:4]=[C:5]2[C:10](=[CH:11][CH:12]=1)[O:9][CH2:8][CH2:7][C:6]2=[O:13]. Procedure details: A mixture of 36 g of 6-methoxychroman-4-one and 290 ml of 48% hydrogen bromide solution in 290 ml of glacial acetic acid was heated to reflux for 3 hours. The solvent was removed in vacuo and the residue diluted with 2 l of water and stored in a refrigerator overnight. The resulting solid was filtered, washed with water and dried, 25.7 g. The original filtrate was extracted with ethyl acetate and the organic layer dried over sodium sulfate and concentrated to give an additional 4.75 g of the tit... Reactants: CI, CC#N, CN(C)c1ccc(-c2ccncc2)cc1. Product: CN(C)c1ccc(-c2cc[n+](C)cc2)cc1, [I-]. Reaction SMILES: [CH3:16][I:17].[CH3:18][C:19]#[N:20].[CH3:1][N:2]([c:3]1[cH:4][cH:5][c:6](-[c:9]2[cH:10][cH:11][n:12][cH:13][cH:14]2)[cH:7][cH:8]1)[CH3:15]>>[CH3:1][N:2]([c:3]1[cH:4][cH:5][c:6](-[c:9]2[cH:10][cH:11][n+:12]([CH3:16])[cH:13][cH:14]2)[cH:7][cH:8]1)[CH3:15].[I-:17]. The reactants are [N+](=O)([O-])C1=C(C=CC(=C1)[N+](=O)[O-])C(C(=O)O)(CCCC)N (2,4-dinitrophenyl-aminocaproic acid), O1CCOCC1 (dioxane), C1(CCCCC1)N=C=NC1CCCCC1 (N,N'-dicylohexylcarbodiimide), O1CCOCC1 (dioxane). The solvent is ON1C(CCC1=O)=O (N-hydroxysuccinimide), C(C)(=O)OCC (ethyl acetate). The product is [N+](=O)([O-])C1=C(C=CC(=C1)[N+](=O)[O-])C(C(=O)O)(CCCC)N.ON1C(CCC1=O)=O (N-hydroxysuccinimide 2,4-dinitrophenyl-aminocaproate). As a reaction SMILES: [N+:1]([C:4]1[CH:9]=[C:8]([N+:10]([O-:12])=[O:11])[CH:7]=[CH:6][C:5]=1[C:13]([NH2:21])([CH2:17][CH2:18][CH2:19][CH3:20])[C:14]([OH:16])=[O:15])([O-:3])=[O:2].C1(N=C=NC2CCCCC2)CCCCC1.[O:37]1CCOCC1>ON1C(=O)CCC1=O.C(OCC)(=O)C>[N+:1]([C:4]1[CH:9]=[C:8]([N+:10]([O-:12])=[O:11])[CH:7]=[CH:6][C:5]=1[C:13]([NH2:21])([CH2:17][CH2:18][CH2:19][CH3:20])[C:14]([OH:16])=[O:15])([O-:3])=[O:2].[OH:3][N:1]1[C:14](=[O:16])[CH2:13][CH2:5][C:4]1=[O:37] |f:5.6|. Reported procedure: 2,4-dinitrophenyl-aminocaproic acid (300 mg) is dissolved in 6 ml of dioxane and N-hydroxysuccinimide, 120 mg in 4 ml of ethyl acetate, is added. N,N'-dicylohexylcarbodiimide, 200 mg in 2 ml of dioxane, is added, and the mixture is allowed to react for 3 h at room temperature. The precipitate which forms during the reaction is filtered off and the solution is evaporated to dryness under reduced pressure. The yellow residue is crystallized in boiling absolute ethanol. The yellow needles of the N-... Reactants: Clc1nc(Br)ns1, CN(C)C=O, CC(C)Oc1ccc(B2OC(C)(C)C(C)(C)O2)cc1C(F)(F)F, [K+], [K+], [K+], O, O=P([O-])([O-])[O-]. Yields the product CC(C)Oc1ccc(-c2nc(Br)ns2)cc1C(F)(F)F. Reaction SMILES: [Br:1][c:2]1[n:3][s:4][c:5]([Cl:7])[n:6]1.[CH3:39][N:40]([CH3:41])[CH:42]=[O:43].[CH3:8][C:9]1([CH3:10])[C:11]([CH3:12])([CH3:13])[O:14][B:15]([c:16]2[cH:17][c:18]([C:26]([F:27])([F:28])[F:29])[c:19]([O:22][CH:23]([CH3:24])[CH3:25])[cH:20][cH:21]2)[O:30]1.[K+:36].[K+:37].[K+:38].[OH2:44].[P:31]([O-:32])([O-:33])([O-:34])=[O:35]>>[Br:1][c:2]1[n:3][s:4][c:5](-[c:16]2[cH:17][c:18]([C:26]([F:27])([F:28])[F:29])[c:19]([O:22][CH:23]([CH3:24])[CH3:25])[cH:20][cH:21]2)[n:6]1.